From a dataset of the Open Reaction Database (ORD), a public repository of structured organic reaction records. describe an organic reaction: reactants, conditions, products, and yield The reactants are CCOC(=O)c1sc(NC(C)=O)nc1CCc1ccc(NC(=O)OC(C)(C)C)cc1, CCO, [Na+], [OH-]. Yields the product CC(=O)Nc1nc(CCc2ccc(NC(=O)OC(C)(C)C)cc2)c(C(=O)O)s1. Reaction SMILES: [C:1]([CH3:2])(=[O:3])[NH:4][c:5]1[s:6][c:7]([C:26](=[O:27])[O:28][CH2:29][CH3:30])[c:8]([CH2:10][CH2:11][c:12]2[cH:13][cH:14][c:15]([NH:18][C:19](=[O:20])[O:21][C:22]([CH3:23])([CH3:24])[CH3:25])[cH:16][cH:17]2)[n:9]1.[CH3:33][CH2:34][OH:35].[Na+:32].[OH-:31]>>[C:1]([CH3:2])(=[O:3])[NH:4][c:5]1[s:6][c:7]([C:26](=[O:27])[OH:28])[c:8]([CH2:10][CH2:11][c:12]2[cH:13][cH:14][c:15]([NH:18][C:19](=[O:20])[O:21][C:22]([CH3:23])([CH3:24])[CH3:25])[cH:16][cH:17]2)[n:9]1. Reported procedure: To a clear solution of 4-(1-hydroxy-1,3-dihydro-benzo[c][1,2]oxaborol-5-yloxy)-benzoic acid ((C38), 0.5 g, 1.75 mmol) in DMF (20 mL)were added N,N-dimethylamino ethanol (0.37 mL, 3.7 mmol) and EDCI (0.71 g, 3.7 mmol). The reaction was stirred at room temperature overnight. Then DMF was evaporated under vacuum. The residue was purified over silica gel, eluting with 5% MeOH/DCM, to afford the 0.35 g of the title compound in 56% yield. 1H NMR 400 MHz (DMSO-d6) δ: 7.97 (d, J=8.9 Hz, 2H), 7.76 (d, J=... The solvent is CN(C)C=O (DMF). The yield is 58.6%. Yields the product CN(CCOC(C1=CC=C(C=C1)OC1=CC2=C(B(OC2)O)C=C1)=O)C (4-(1-Hydroxy-1,3-dihydro-benzo[c][1,2]oxaborol-5-yloxy)-benzoic acid 2-dimethylamino-ethyl ester). Reaction SMILES: [OH:1][B:2]1[C:6]2[CH:7]=[CH:8][C:9]([O:11][C:12]3[CH:20]=[CH:19][C:15]([C:16]([OH:18])=[O:17])=[CH:14][CH:13]=3)=[CH:10][C:5]=2[CH2:4][O:3]1.[CH3:21][N:22]([CH2:24][CH2:25]O)[CH3:23].CCN=C=NCCCN(C)C>CN(C=O)C>[CH3:21][N:22]([CH3:23])[CH2:24][CH2:25][O:17][C:16](=[O:18])[C:15]1[CH:14]=[CH:13][C:12]([O:11][C:9]2[CH:8]=[CH:7][C:6]3[B:2]([OH:1])[O:3][CH2:4][C:5]=3[CH:10]=2)=[CH:20][CH:19]=1. Starting materials: OB1OCC2=C1C=CC(=C2)OC2=CC=C(C(=O)O)C=C2 (4-(1-hydroxy-1,3-dihydro-benzo[c][1,2]oxaborol-5-yloxy)-benzoic acid), CN(C)CCO (N,N-dimethylamino ethanol), CCN=C=NCCCN(C)C (EDCI). Conditions: time 8 hour. The reactants are O=C([O-])[O-], C=CCC(C#N)C#N, CN(C)C=O, ClCn1cc(Cl)cn1, Cl, [K+], [K+], O. Yields the product C=CCC(C#N)(C#N)Cn1cc(Cl)cn1. RXN SMILES: [C:18](=[O:19])([O-:20])[O-:21].[CH2:10]([CH:11]=[CH2:12])[CH:13]([C:14]#[N:15])[C:16]#[N:17].[CH3:25][N:26]([CH3:27])[CH:28]=[O:29].[Cl:2][c:3]1[cH:4][n:5][n:6]([CH2:8][Cl:9])[cH:7]1.[ClH:1].[K+:22].[K+:23].[OH2:24]>>[Cl:2][c:3]1[cH:4][n:5][n:6]([CH2:8][C:13]([CH2:10][CH:11]=[CH2:12])([C:14]#[N:15])[C:16]#[N:17])[cH:7]1. Starting materials: C#Cc1ccc2cnccc2c1, C1CCOC1, C[Si](C)(C)[N-][Si](C)(C)C, [Li+], Cc1ccc(S(=O)(=O)C#N)cc1. Yields the product N#CC#Cc1ccc2cnccc2c1. As a reaction SMILES: [C:1](#[CH:2])[c:3]1[cH:4][c:5]2[cH:6][cH:7][n:8][cH:9][c:10]2[cH:11][cH:12]1.[CH2:35]1[O:36][CH2:37][CH2:38][CH2:39]1.[CH3:14][Si:15]([N-:16][Si:17]([CH3:18])([CH3:19])[CH3:20])([CH3:21])[CH3:22].[Li+:13].[S:23]([c:24]1[cH:25][cH:26][c:27]([CH3:28])[cH:29][cH:30]1)(=[O:31])(=[O:32])[C:33]#[N:34]>>[C:1](#[C:2][C:33]#[N:34])[c:3]1[cH:4][c:5]2[cH:6][cH:7][n:8][cH:9][c:10]2[cH:11][cH:12]1. Reactants: OC1=C(C=C(C(=O)OCC)C=C1)OC (ethyl 4-hydroxy-3-methoxybenzoate), COCCBr (2-bromoethyl methyl ether), C([O-])([O-])=O.[K+].[K+] (potassium carbonate). Run in CC(=O)C (acetone). Product: COC=1C=C(C(=O)OCC)C=CC1OCCOC (ethyl 3-methoxy-4-(2-methoxyethoxy)benzoate). Isolated yield 88.9%. Reaction SMILES: [OH:1][C:2]1[CH:12]=[CH:11][C:5]([C:6]([O:8][CH2:9][CH3:10])=[O:7])=[CH:4][C:3]=1[O:13][CH3:14].[CH3:15][O:16][CH2:17][CH2:18]Br.C(=O)([O-])[O-].[K+].[K+]>CC(C)=O>[CH3:14][O:13][C:3]1[CH:4]=[C:5]([CH:11]=[CH:12][C:2]=1[O:1][CH2:18][CH2:17][O:16][CH3:15])[C:6]([O:8][CH2:9][CH3:10])=[O:7] |f:2.3.4|. Procedure: A mixture of ethyl 4-hydroxy-3-methoxybenzoate (9.8 g, 50mmol), 2-bromoethyl methyl ether (8.46 ml, 90 mmol) and potassium carbonate (12.42 g, 90 mmol) in acetone (60 ml) was heated at reflux for 30 hours. The mixture was allowed to cool and the solids removed by filtration. The volatiles were removed from the filtrate by evaporation and the residue triturated with hexane to give ethyl 3-methoxy-4-(2-methoxyethoxy)benzoate (11.3 g, 89%) as a white solid. Starting materials: C(C)(C)(C)OC(=O)N[C@@H](CCCCNC(=O)OC(C)(C)C)C(=O)NCC(=O)O (N—(Nα,Nε-Bis(t-butoxycarbonyl)-L-lysinoyl)-glycine), ON1C(CCC1=O)=O (N-hydroxysuccinimide), C1CCC(CC1)N=C=NC2CCCCC2 (DCC). The solvent is CC#N (MeCN). Conditions: temperature 0 celsius, time 4.5 hour. Yields the product C1(CCC(N1N(CC(=O)O)C([C@@H](NC(=O)OC(C)(C)C)CCCCNC(=O)OC(C)(C)C)=O)=O)=O (N-Succinimidyl N—(Nα,Nε-bis(t-butoxycarbonyl)-L-lysinoyl)-glycine). Isolated yield 67.6%. RXN SMILES: [C:1]([O:5][C:6]([NH:8][C@H:9]([C:22]([NH:24][CH2:25][C:26]([OH:28])=[O:27])=[O:23])[CH2:10][CH2:11][CH2:12][CH2:13][NH:14][C:15]([O:17][C:18]([CH3:21])([CH3:20])[CH3:19])=[O:16])=[O:7])([CH3:4])([CH3:3])[CH3:2].O[N:30]1[C:34](=[O:35])[CH2:33][CH2:32][C:31]1=[O:36].C1CCC(N=C=NC2CCCCC2)CC1>CC#N>[C:31]1(=[O:36])[N:30]([N:24]([C:22](=[O:23])[C@H:9]([CH2:10][CH2:11][CH2:12][CH2:13][NH:14][C:15]([O:17][C:18]([CH3:19])([CH3:20])[CH3:21])=[O:16])[NH:8][C:6]([O:5][C:1]([CH3:2])([CH3:3])[CH3:4])=[O:7])[CH2:25][C:26]([OH:28])=[O:27])[C:34](=[O:35])[CH2:33][CH2:32]1. Procedure: To a solution of acid 58 (887 mg, 2.20 mmol) in dry MeCN (11 mL) at 0° C. was added N-hydroxysuccinimide (278 mg, 2.42 mmol) and DCC (499 mg, 2.42 mmol). After stirring for 4.5 h at 0° C., the reaction mixture was filtered, solids were washed with several small portions of MeCN and the combined filtrates were concentrated to dryness. The crude product was purified by flash chromatography on a Biotage™ flash chromatography system, using a gradient of 60-75% EtOAc in CH2Cl2 as eluent. Evaporation ... Starting materials: C1(CCCCC1)CCCN1CCN(CC1)C1=C(C=C(C(=C1)F)OC)F (1-(3-cyclohexylpropyl)-4-(2,5-difluoro-4-methoxyphenyl)piperazine), C(C)(C)(C)C1=CC=C(C=C1)C(CCCN1CCN(CC1)C1=C(C=C(C(=C1)F)OC)F)=O (1-(4-tert-butylphenyl)-4-[4-(2,5-difluoro-4-methoxyphenyl)piperazin-1-yl]butan-1-one). Yields the product C(C)(C)(C)C1=CC=C(C=C1)C(CCCN1CCN(CC1)C1=C(C=C(C(=C1)F)O)F)=O (1-(4-tert-butylphenyl)-4-[4-(2,5-difluoro-4-hydroxyphenyl)piperazin-1-yl]butan-1-one). Isolated yield 45.7%. As a reaction SMILES: C1(CCCN2CCN(C3C=C(F)C(OC)=CC=3F)CC2)CCCCC1.[C:26]([C:30]1[CH:35]=[CH:34][C:33]([C:36](=[O:56])[CH2:37][CH2:38][CH2:39][N:40]2[CH2:45][CH2:44][N:43]([C:46]3[CH:51]=[C:50]([F:52])[C:49]([O:53]C)=[CH:48][C:47]=3[F:55])[CH2:42][CH2:41]2)=[CH:32][CH:31]=1)([CH3:29])([CH3:28])[CH3:27]>>[C:26]([C:30]1[CH:35]=[CH:34][C:33]([C:36](=[O:56])[CH2:37][CH2:38][CH2:39][N:40]2[CH2:45][CH2:44][N:43]([C:46]3[CH:51]=[C:50]([F:52])[C:49]([OH:53])=[CH:48][C:47]=3[F:55])[CH2:42][CH2:41]2)=[CH:32][CH:31]=1)([CH3:29])([CH3:27])[CH3:28]. Reported procedure: Production Example 94 was repeated except that 1-(3-cyclohexylpropyl)-4-(2,5-difluoro-4-methoxyphenyl)piperazine was replaced with 1-(4-tert-butylphenyl)-4-[4-(2,5-difluoro-4-methoxyphenyl)piperazin-1-yl]butan-1-one (330 mg). The resulting crude product was purified on TLC (developer, ethyl acetate: hexane=2:1) to provide 1-(4-tert-butylphenyl)-4-[4-(2,5-difluoro-4-hydroxyphenyl)piperazin-1-yl]butan-1-one (146 mg). RXN SMILES: [S:1]1[CH:5]=[CH:4][CH:3]=[C:2]1[C:6]([OH:8])=O.[NH2:9][C:10]1[CH:19]=[CH:18][C:17]2[C:12](=[N:13][C:14](Cl)=[CH:15][CH:16]=2)[N:11]=1.[CH3:21][OH:22]>O>[O:22]([C:14]1[N:13]=[C:12]2[C:17]([CH:18]=[CH:19][C:10]([NH:9][C:6]([C:2]3[S:1][CH:5]=[CH:4][CH:3]=3)=[O:8])=[N:11]2)=[CH:16][CH:15]=1)[C:21]1[CH:5]=[CH:4][CH:3]=[CH:2][CH:6]=1. Procedure: The procedure is similar to that described in Example 1, but starting with 2-thiophenecarboxylic acid (4 g), N,N'-carbonyldiimidazole (5.1 g) and 2-amino-7-chloro-1,8-naphthyridine (7 g). The product produced by precipitation in water (8.8 g; m.p. 175° C.) is dissolved in boiling methanol (150 cc). After 3 hours' cooling at 4° C., the crystallised solid is separated by filtration, washed with methanol (3×10 cc) and dried at 40° C. under reduced pressure (0.067 kPa). N-(7-phenoxy-1,8-naphthyridin... The solvent is O (water). Run at temperature 4 celsius. Starting materials: S1C(=CC=C1)C(=O)O (2-thiophenecarboxylic acid), CO (methanol), N,N'-carbonyldiimidazole, NC1=NC2=NC(=CC=C2C=C1)Cl (2-amino-7-chloro-1,8-naphthyridine). Product: O(C1=CC=CC=C1)C1=CC=C2C=CC(=NC2=N1)NC(=O)C=1SC=CC1 (N-(7-phenoxy-1,8-naphthyridin-2-yl)-2-thiophenecarboxamide). As a reaction SMILES: [C:15]([BH3-:16])#[N:17].[CH3:19][C:20](=[O:21])[OH:22].[CH3:1][O:2][N:3]=[C:4]([CH3:5])[CH:6]1[CH:7]([c:9]2[s:10][c:11]([Cl:14])[cH:12][cH:13]2)[CH2:8]1.[Na+:18]>>[CH3:1][O:2][NH:3][CH:4]([CH3:5])[CH:6]1[CH:7]([c:9]2[s:10][c:11]([Cl:14])[cH:12][cH:13]2)[CH2:8]1. Reactants: [BH3-]C#N, CC(=O)O, CON=C(C)C1CC1c1ccc(Cl)s1, [Na+]. The product is CONC(C)C1CC1c1ccc(Cl)s1.